From a dataset of the Open Reaction Database (ORD), a public repository of structured organic reaction records. describe an organic reaction: reactants, conditions, products, and yield Reactants: OC=1C=C2C=C(N(C2=CC1)CC(F)(F)F)C(=O)N1CCOCC1 ([5-hydroxy-1-(2,2,2-trifluoro-ethyl)-1H-indol-2-yl]-morpholin-4-yl-methanone), ClCCCOC=1C=C2C=C(NC2=CC1)C(=O)O (5-(3-Chloro-propoxy)-1H-indole-2-carboxylic acid), N1CCOCC1 (morpholine). The product is ClCCCOC=1C=C2C=C(NC2=CC1)C(=O)N1CCOCC1 ([5-(3-Chloro-propoxy)-1H-indol-2-yl]-morpholin-4-yl-methanone). As a reaction SMILES: [OH:1][C:2]1[CH:3]=[C:4]2[C:8](=[CH:9][CH:10]=1)[N:7](CC(F)(F)F)[C:6]([C:16]([N:18]1[CH2:23][CH2:22][O:21][CH2:20][CH2:19]1)=[O:17])=[CH:5]2.[Cl:24][CH2:25][CH2:26][CH2:27]OC1C=C2C(=CC=1)NC(C(O)=O)=C2.N1CCOCC1>>[Cl:24][CH2:25][CH2:26][CH2:27][O:1][C:2]1[CH:3]=[C:4]2[C:8](=[CH:9][CH:10]=1)[NH:7][C:6]([C:16]([N:18]1[CH2:19][CH2:20][O:21][CH2:22][CH2:23]1)=[O:17])=[CH:5]2. Procedure details: In analogy to the procedure described for the synthesis of intermediate 1, step 4, the title compound was synthesized from 5-(3-chloro-propoxy)-1H-indole-2-carboxylic acid (Example 4, step 2) and morpholine. The desired product was obtained as white solid in 84% yield. MS (m/e): 324.0 (MH+, 100%). Reactants: [Cl-], ClCCl, O=C(O)c1c(Cl)cncc1Cl, N. Product: NC(=O)c1c(Cl)cncc1Cl. RXN SMILES: [Cl-:1].[Cl:13][CH2:14][Cl:15].[Cl:2][c:3]1[cH:4][n:5][cH:6][c:7]([Cl:12])[c:8]1[C:9](=[O:10])[OH:11].[NH3:16]>>[Cl:2][c:3]1[cH:4][n:5][cH:6][c:7]([Cl:12])[c:8]1[C:9](=[O:10])[NH2:16]. Starting materials: C(C#CC)OC1=CC=C(C=C1)C[C@@H](CO)NC(=O)[C@H]([C@](C(=O)OC(C)(C)C)(CCO)O)\C=C\CCCCCCC(CCCCCCC)=O (tert-butyl (E)-(2S,3S)-3-[(S)-2-(4-but-2-ynyloxy-phenyl)-1-hydroxymethyl-ethylcarbamoyl]-2-hydroxy-2-(2-hydroxy-ethyl)-12-oxo-nonadec-4-enoate), ClCCl (dichloromethane), C(C)(=O)OC(C)=O (acetic anhydride), N1=CC=CC=C1 (pyridine), O (Water). Reaction SMILES: [CH2:1]([O:5][C:6]1[CH:11]=[CH:10][C:9]([CH2:12][C@H:13]([NH:16][C:17]([C@@H:19](/[CH:32]=[CH:33]/[CH2:34][CH2:35][CH2:36][CH2:37][CH2:38][CH2:39][C:40](=[O:48])[CH2:41][CH2:42][CH2:43][CH2:44][CH2:45][CH2:46][CH3:47])[C@@:20]([OH:31])([CH2:28][CH2:29][OH:30])[C:21]([O:23][C:24]([CH3:27])([CH3:26])[CH3:25])=[O:22])=[O:18])[CH2:14][OH:15])=[CH:8][CH:7]=1)[C:2]#[C:3][CH3:4].ClCCl.[C:52](OC(=O)C)(=[O:54])[CH3:53].N1[CH:64]=[CH:63]C=CC=1.[OH2:65]>>[C:52]([O:30][CH2:29][CH2:28][C@:20]([OH:31])([C@@H:19]([C:17](=[O:18])[NH:16][C@H:13]([CH2:14][O:15][C:63](=[O:65])[CH3:64])[CH2:12][C:9]1[CH:10]=[CH:11][C:6]([O:5][CH2:1][C:2]#[C:3][CH3:4])=[CH:7][CH:8]=1)/[CH:32]=[CH:33]/[CH2:34][CH2:35][CH2:36][CH2:37][CH2:38][CH2:39][C:40](=[O:48])[CH2:41][CH2:42][CH2:43][CH2:44][CH2:45][CH2:46][CH3:47])[C:21]([O:23][C:24]([CH3:25])([CH3:26])[CH3:27])=[O:22])(=[O:54])[CH3:53]. Reported procedure: To a mixture of No. 6801976, tert-butyl (E)-(2S,3S)-3-[(S)-2-(4-but-2-ynyloxy-phenyl)-1-hydroxymethyl-ethylcarbamoyl]-2-hydroxy-2-(2-hydroxy-ethyl)-12-oxo-nonadec-4-enoate (304 mg, 0.45 mmol) and dichloromethane (15 mL) were added acetic anhydride (129 μL, 1.36 mmol) and pyridine (10 μL, 0.12 mmol), and the mixture was stirred at room temperature for 6 hours. Water was added and the mixture was extracted with dichloromethane, and dried over anhydrous sodium sulfate. The filtrate was then concent... Yield: 96.0%. Reaction conditions: time 6 hour. Product: C(C)(=O)OCC[C@@](C(=O)OC(C)(C)C)([C@H](\C=C\CCCCCCC(CCCCCCC)=O)C(N[C@@H](CC1=CC=C(C=C1)OCC#CC)COC(C)=O)=O)O (tert-butyl (E)-(2S,3S)-2-(2-acetoxy-ethyl)-3-[(S)-1-acetoxymethyl-2-(4-but-2-ynyloxy-phenyl)-ethylcarbamoyl]-2-hydroxy-12-oxo-nonadec-4-enoate). Starting materials: FC1=NC=CC=C1B(O)O (2-fluoro-pyridin-3-yl boronic acid), NC1=NC(C(N1C)=O)(C1=CN(C(=C1)C(CC)=O)CCC)C1=CC(=CC=C1)Br (2-amino-5-(3-bromophenyl)-3-methyl-5-(5-propionyl-1-propyl-1H-pyrrol-3-yl)-3,5-dihydro-imidazol-4-one). Yields the product NC1=NC(C(N1C)=O)(C1=CN(C(=C1)C(CC)=O)CCC)C1=CC(=CC=C1)C=1C(=NC=CC1)F (2-Amino-5-[3-(2-fluoropyridin-3-yl)phenyl]-3-methyl-5-(5-propionyl-1-propyl-1H-pyrrol-3-yl)-3,5-dihydro-imidazol-4-one). Reaction SMILES: [F:1][C:2]1[C:7](B(O)O)=[CH:6][CH:5]=[CH:4][N:3]=1.[NH2:11][C:12]1[N:16]([CH3:17])[C:15](=[O:18])[C:14]([C:31]2[CH:36]=[CH:35][CH:34]=[C:33](Br)[CH:32]=2)([C:19]2[CH:23]=[C:22]([C:24](=[O:27])[CH2:25][CH3:26])[N:21]([CH2:28][CH2:29][CH3:30])[CH:20]=2)[N:13]=1>>[NH2:11][C:12]1[N:16]([CH3:17])[C:15](=[O:18])[C:14]([C:31]2[CH:32]=[CH:33][CH:34]=[C:35]([C:7]3[C:2]([F:1])=[N:3][CH:4]=[CH:5][CH:6]=3)[CH:36]=2)([C:19]2[CH:23]=[C:22]([C:24](=[O:27])[CH2:25][CH3:26])[N:21]([CH2:28][CH2:29][CH3:30])[CH:20]=2)[N:13]=1. Procedure: Using essentially the same procedure described in Example 43, step e, and employing 2-fluoro-pyridin-3-yl boronic acid and 2-amino-5-(3-bromophenyl)-3-methyl-5-(5-propionyl-1-propyl-1H-pyrrol-3-yl)-3,5-dihydro-imidazol-4-one as reactants, the title product was obtained as a white solid, mp 118° C., 1H NMR (400 MHZ, DMSO-d6) δ 0.73 (t, 3H), 0.96 (t, 3H), 1.54 (m, 2H), 2.67 (m, 2H), 2.92 (s, 3H), 4.13 (m, 2H), 6.60 (bs, 2H), 6.92 (s, 1H), 7.01 (s, 1H), 7.41 (m, 3H), 7.53 (m, 1H), 7.67 (m, 1H), 7.9... The reactants are C(C)(C)(C)OC(=O)N1CCC(CC1)OC1=C(C=C(C=C1)C1=NN2C(S1)=NC=C2C=2C=NC(=C(C2)C(F)(F)F)N)OC (4-{4-[5-(6-Amino-5-trifluoromethyl-pyridin-3-yl) -imidazo[2,1-b][1,3,4]thiadiazol-2-yl]-2-methoxy-phenoxy}-piperidine-1-carboxylic acid tert-butyl ester), Cl (HCl), O1CCOCC1 (1,4-dioxane). The solvent is C(Cl)Cl (DCM). Reaction conditions: time 8 hour. Product: COC=1C=C(C=CC1OC1CCNCC1)C1=NN2C(S1)=NC=C2C=2C=C(C(=NC2)N)C(F)(F)F (5-{2-[3-Methoxy-4-(piperidin-4-yloxy)-phenyl]-imidazo[2,1-b][1,3,4]thiadiazol-5-yl}-3-trifluoromethyl-pyridin-2-ylamine), Cl (HCl). The yield is 92.0%. Reaction SMILES: C(OC([N:8]1[CH2:13][CH2:12][CH:11]([O:14][C:15]2[CH:20]=[CH:19][C:18]([C:21]3[S:25][C:24]4=[N:26][CH:27]=[C:28]([C:29]5[CH:30]=[N:31][C:32]([NH2:39])=[C:33]([C:35]([F:38])([F:37])[F:36])[CH:34]=5)[N:23]4[N:22]=3)=[CH:17][C:16]=2[O:40][CH3:41])[CH2:10][CH2:9]1)=O)(C)(C)C.[ClH:42].O1CCOCC1>C(Cl)Cl>[CH3:41][O:40][C:16]1[CH:17]=[C:18]([C:21]2[S:25][C:24]3=[N:26][CH:27]=[C:28]([C:29]4[CH:34]=[C:33]([C:35]([F:37])([F:36])[F:38])[C:32]([NH2:39])=[N:31][CH:30]=4)[N:23]3[N:22]=2)[CH:19]=[CH:20][C:15]=1[O:14][CH:11]1[CH2:10][CH2:9][NH:8][CH2:13][CH2:12]1.[ClH:42]. Reported procedure: 4-{4-[5-(6-Amino-5-trifluoromethyl-pyridin-3-yl) -imidazo[2,1-b][1,3,4]thiadiazol-2-yl]-2-methoxy-phenoxy}-piperidine-1-carboxylic acid tert-butyl ester (23 mg; 0.039 mmol; 1 eq) was suspended in anhydrous DCM (3 ml) and 4M HCl in 1,4-dioxane (0.097 ml, 0.39 mmol, 10 eq) was added. The reaction mixture was stirred at RT overnight. The solvents were removed and the residue was co-evaporated with DCM (×3). The residue was triturated in CH3CN and filtered to give the desired product as HCl salt (19... Starting materials: [OH-].[K+] (Potassium hydroxide), Cl (HCl), ClC1=C(C=C(C=N1)C(=O)O)I (6-Chloro-5-iodo-3-pyridinecarboxylic acid), FC(CO)(F)F (2,2,2-trifluoroethanol). The solvent is CS(=O)C (DMSO), O (water). Run at time 2 hour. Yields the product IC=1C(=NC=C(C(=O)O)C1)OCC(F)(F)F (5-Iodo-6-(2,2,2-trifluoroethoxy)nicotinic acid). Isolated yield 27.8%. As a reaction SMILES: Cl[C:2]1[N:7]=[CH:6][C:5]([C:8]([OH:10])=[O:9])=[CH:4][C:3]=1[I:11].[OH-].[K+].[F:14][C:15]([F:19])([F:18])[CH2:16][OH:17].Cl>CS(C)=O.O>[I:11][C:3]1[C:2]([O:17][CH2:16][C:15]([F:19])([F:18])[F:14])=[N:7][CH:6]=[C:5]([CH:4]=1)[C:8]([OH:10])=[O:9] |f:1.2|. Procedure: 6-Chloro-5-iodo-3-pyridinecarboxylic acid (CAN 59782-87-5, 4.7 g, 16.6 mmol) was dissolved in DMSO (49.5 ml). Potassium hydroxide pellets (2.79 g, 49.7 mmol) and 2,2,2-trifluoroethanol (2.16 g, 1.55 ml, 21.6 mmol) were added slowly at room temperature under argon. The reaction mixture was stirred for 2 h at rt; water (35 mL) was added and the mixture was cooled to 0-5° C. Concentrated HCl solution (8 mL) was added drop by drop and the precipitated solid was collected, washed with cold water and ...